This data is from the Open Reaction Database (ORD), a public repository of structured organic reaction records. The task is: describe an organic reaction: reactants, conditions, products, and yield Starting materials: CC(=O)O, CC1(C)OC(c2ccc([N+](=O)[O-])cc2)=C(c2ccc(OCc3ccc4ccccc4n3)cc2)C1=O, CCO. Product: CC1(C)OC(c2ccc(N)cc2)=C(c2ccc(OCc3ccc4ccccc4n3)cc2)C1=O. Reaction SMILES: [C:36]([OH:37])(=[O:38])[CH3:39].[CH3:1][C:2]1([CH3:35])[O:3][C:4]([c:26]2[cH:27][cH:28][c:29]([N+:32]([O-:33])=[O:34])[cH:30][cH:31]2)=[C:5]([c:8]2[cH:9][cH:10][c:11]([O:14][CH2:15][c:16]3[n:17][c:18]4[cH:19][cH:20][cH:21][cH:22][c:23]4[cH:24][cH:25]3)[cH:12][cH:13]2)[C:6]1=[O:7].[CH3:40][CH2:41][OH:42]>>[CH3:1][C:2]1([CH3:35])[O:3][C:4]([c:26]2[cH:27][cH:28][c:29]([NH2:32])[cH:30][cH:31]2)=[C:5]([c:8]2[cH:9][cH:10][c:11]([O:14][CH2:15][c:16]3[n:17][c:18]4[cH:19][cH:20][cH:21][cH:22][c:23]4[cH:24][cH:25]3)[cH:12][cH:13]2)[C:6]1=[O:7]. Starting materials: COC(=O)c1ccc(OC(=O)C(C)(C)C)cc1 (substrate), c4(C)ccc(B3OB(c1ccc(C)cc1)OB(c2ccc(C)cc2)O3)cc4 (effective_coupling_partner). The reagents and catalysts are PCy3. Run at temperature 110 celsius, time 12 hour. Product: COC(=O)c1ccc(c2ccc(C)cc2)cc1. Starting materials: [Al+3], C1CO1, C=O, [Cl-], [Cl-], [Cl-], ClCCl, O, c1ccccc1. Yields the product c1ccc2c(c1)CCOC2. RXN SMILES: [Al+3:8].[CH2:11]1[CH2:12][O:13]1.[CH2:14]=[O:15].[Cl-:10].[Cl-:7].[Cl-:9].[Cl:16][CH2:17][Cl:18].[OH2:19].[cH:1]1[cH:2][cH:3][cH:4][cH:5][cH:6]1>>[c:1]12[cH:2][cH:3][cH:4][cH:5][c:6]1[CH2:11][O:13][CH2:12][CH2:14]2. The reactants are CCCC[N+](CCCC)(CCCC)CCCC, CC#N, CCN(CC)C(=O)c1ccc(C(Cl)c2cccc(OC)c2)cc1, [I-], Cc1n[nH]c(C)c1I. Product: CCN(CC)C(=O)c1ccc(C(c2cccc(OC)c2)n2nc(C)c(I)c2C)cc1. RXN SMILES: [CH2:36]([N+:37]([CH2:38][CH2:39][CH2:40][CH3:41])([CH2:42][CH2:43][CH2:44][CH3:45])[CH2:46][CH2:47][CH2:48][CH3:49])[CH2:50][CH2:51][CH3:52].[CH3:32][C:33]#[N:34].[Cl:1][CH:2]([c:3]1[cH:4][cH:5][c:6]([C:7](=[O:8])[N:9]([CH2:10][CH3:11])[CH2:12][CH3:13])[cH:14][cH:15]1)[c:16]1[cH:17][c:18]([O:22][CH3:23])[cH:19][cH:20][cH:21]1.[I-:35].[I:24][c:25]1[c:26]([CH3:31])[n:27][nH:28][c:29]1[CH3:30]>>[CH:2]([c:3]1[cH:4][cH:5][c:6]([C:7](=[O:8])[N:9]([CH2:10][CH3:11])[CH2:12][CH3:13])[cH:14][cH:15]1)([c:16]1[cH:17][c:18]([O:22][CH3:23])[cH:19][cH:20][cH:21]1)[n:27]1[c:26]([CH3:31])[c:25]([I:24])[c:29]([CH3:30])[n:28]1. The reactants are O=C(O)C(O)C(O)C(=O)O, O=C([O-])O, C[Si](C)(C)Cl, CCN(C(C)C)C(C)C, [Cl-], [Cl-], [Cl-], [Cl-], ClCCl, O=C(CCCC(O)c1ccc(F)cc1)N1C(=O)OCC1c1ccccc1, N#Cc1ccc(C=Nc2ccc(F)cc2)cc1, [Na+], [Ti+4]. The product is N#Cc1ccc(C(Nc2ccc(F)cc2)C(CCC(O)c2ccc(F)cc2)C(=O)N2C(=O)OCC2c2ccccc2)cc1. As a reaction SMILES: [C:58]([OH:59])(=[O:60])[CH:61]([CH:62]([C:63]([OH:64])=[O:65])[OH:66])[OH:67].[C:68](=[O:69])([OH:70])[O-:71].[CH3:53][Si:54]([Cl:55])([CH3:56])[CH3:57].[CH:44]([N:45]([CH:46]([CH3:47])[CH3:48])[CH2:49][CH3:50])([CH3:51])[CH3:52].[Cl-:76].[Cl-:77].[Cl-:78].[Cl-:79].[Cl:73][CH2:74][Cl:75].[F:1][c:2]1[cH:3][cH:4][c:5]([CH:8]([CH2:9][CH2:10][CH2:11][C:12](=[O:13])[N:14]2[C:15](=[O:25])[O:16][CH2:17][CH:18]2[c:19]2[cH:20][cH:21][cH:22][cH:23][cH:24]2)[OH:26])[cH:6][cH:7]1.[F:27][c:28]1[cH:29][cH:30][c:31]([N:34]=[CH:35][c:36]2[cH:37][cH:38][c:39]([C:40]#[N:41])[cH:42][cH:43]2)[cH:32][cH:33]1.[Na+:72].[Ti+4:80]>>[F:1][c:2]1[cH:3][cH:4][c:5]([CH:8]([CH2:9][CH2:10][CH:11]([C:12](=[O:13])[N:14]2[C:15](=[O:25])[O:16][CH2:17][CH:18]2[c:19]2[cH:20][cH:21][cH:22][cH:23][cH:24]2)[CH:35]([NH:34][c:31]2[cH:30][cH:29][c:28]([F:27])[cH:33][cH:32]2)[c:36]2[cH:37][cH:38][c:39]([C:40]#[N:41])[cH:42][cH:43]2)[OH:26])[cH:6][cH:7]1. Reactants: ClC1=NNC(C2=CC=CC=C12)=O (4-chlorophthalazin-1(2H)-one), CC1=CC=C(C=C1)S(=O)[O-].[Na+] (sodium 4-methylbenzenesulfinate), C(CO)O (ethane-1,2-diol). Run in CN1C(CCC1)=O (methyl-2-pyrrolidinone), CCOC(=O)C (EtOAc). The product is CC1=CC=C(C=C1)SC1=NNC(C2=CC=CC=C12)=O (4-(4-methylphenylthio)phthalazin-1(2H)-one). Yield: 75.1%. RXN SMILES: Cl[C:2]1[C:11]2[C:6](=[CH:7][CH:8]=[CH:9][CH:10]=2)[C:5](=[O:12])[NH:4][N:3]=1.[CH3:13][C:14]1[CH:19]=[CH:18][C:17]([S:20]([O-])=O)=[CH:16][CH:15]=1.[Na+].C(O)CO>CN1CCCC1=O.CCOC(C)=O>[CH3:13][C:14]1[CH:19]=[CH:18][C:17]([S:20][C:2]2[C:11]3[C:6](=[CH:7][CH:8]=[CH:9][CH:10]=3)[C:5](=[O:12])[NH:4][N:3]=2)=[CH:16][CH:15]=1 |f:1.2|. Procedure details: A mixture of 4-chlorophthalazin-1(2H)-one (0.233 g, 1.29 mmol) and sodium 4-methylbenzenesulfinate (0.460 g, 2.58 mmol) in ethane-1,2-diol (0.29 mL, 5.19 mmol) and methyl-2-pyrrolidinone (2.6 mL) was microwaved at 230° C. for 30 minutes, diluted with EtOAc, washed with water and brine, dried (Na2SO4), filtered, and chromatographed (15% EtOAc/DCM) to give 0.260 g of impure title compound as a white solid: MS (APCI+) M/Z 269 (M+H)+. The reactants are C(C)OCC (diethyl ether), Cl (HCl), O1CCOCC1 (1,4-dioxane), C(C)(C)(C)OC(=O)N1CC(C2=NC=C(C=C21)CC2=CC=CC=C2)(C)C (6-Benzyl-3,3-dimethyl-2,3-dihydro-pyrrolo[3,2-b]pyridine-1-carboxylic acid tert-butyl ester). Solvent: CO (methanol), C(Cl)Cl (DCM). Run at time 8 hour. Yields the product C(C1=CC=CC=C1)C=1C=C2C(=NC1)C(CN2)(C)C (6-Benzyl-3,3-dimethyl-2,3-dihydro-1H-pyrrolo[3,2-b]pyridine). The yield is 102.8%. RXN SMILES: C(OC([N:8]1[C:16]2[C:11](=[N:12][CH:13]=[C:14]([CH2:17][C:18]3[CH:23]=[CH:22][CH:21]=[CH:20][CH:19]=3)[CH:15]=2)[C:10]([CH3:25])([CH3:24])[CH2:9]1)=O)(C)(C)C.Cl.O1CCOCC1.C(OCC)C>CO.C(Cl)Cl>[CH2:17]([C:14]1[CH:15]=[C:16]2[NH:8][CH2:9][C:10]([CH3:25])([CH3:24])[C:11]2=[N:12][CH:13]=1)[C:18]1[CH:19]=[CH:20][CH:21]=[CH:22][CH:23]=1. Procedure details: 6-Benzyl-3,3-dimethyl-2,3-dihydro-pyrrolo[3,2-b]pyridine-1-carboxylic acid tert-butyl ester (1.66 g, 4.9 mmol) was dissolved in methanol (16 mL) and placed under a nitrogen atmosphere. 4M HCl in 1,4-dioxane (18.5 mL, 74 mmol) was added and the reaction was stirred at room temperature overnight. The reaction was concentrated in vacuo giving a sticky gum. The residue was stripped down from diethyl ether (2×30 mL) giving a sticky solid. The solid was dissolved in DCM (25 mL) and concentrated, to gi... Starting materials: C(#N)C1=CC=C(C=C1)NN1N=CN=C1 (1-[N-(4-cyanophenyl)amino]-1H-1,2,4-triazole), C(#N)C1=CC=C(CBr)C=C1 (4-cyanobenzyl bromide). Yields the product C(#N)C1=CC=C(CN(C2=CC=C(C=C2)C#N)N2N=CN=C2)C=C1 (1-[N-(4-cyanobenzyl)-N-(4-cyanophenyl)amino]-1H-1,2,4-triazole). Reaction SMILES: [C:1]([C:3]1[CH:8]=[CH:7][C:6]([NH:9][N:10]2[CH:14]=[N:13][CH:12]=[N:11]2)=[CH:5][CH:4]=1)#[N:2].[C:15]([C:17]1[CH:24]=[CH:23][C:20]([CH2:21]Br)=[CH:19][CH:18]=1)#[N:16]>>[C:15]([C:17]1[CH:24]=[CH:23][C:20]([CH2:21][N:9]([N:10]2[CH:14]=[N:13][CH:12]=[N:11]2)[C:6]2[CH:7]=[CH:8][C:3]([C:1]#[N:2])=[CH:4][CH:5]=2)=[CH:19][CH:18]=1)#[N:16]. Procedure: Starting Compounds: 1-[N-(4-cyanophenyl)amino]-1H-1,2,4-triazole and 4-cyanobenzyl bromide